Dataset: the Open Reaction Database (ORD), a public repository of structured organic reaction records. Task: describe an organic reaction: reactants, conditions, products, and yield Product: CCCCn1cncc1C(O)(c1ccc(Cl)cc1)c1ccc2nc(OC)cc(-c3cccc(Cl)c3)c2c1. The reactants are COc1cc(-c2cccc(Cl)c2)c2cc(Br)ccc2n1, CCCCn1cncc1C(=O)c1ccc(Cl)cc1, C1CCOC1, CCCCCC, [Li]CCCC, O. As a reaction SMILES: [Br:6][c:7]1[cH:8][c:9]2[c:10](-[c:19]3[cH:20][c:21]([Cl:25])[cH:22][cH:23][cH:24]3)[cH:11][c:12]([O:17][CH3:18])[n:13][c:14]2[cH:15][cH:16]1.[CH2:26]([CH2:27][CH2:28][CH3:29])[n:30]1[cH:31][n:32][cH:33][c:34]1[C:35](=[O:36])[c:37]1[cH:38][cH:39][c:40]([Cl:43])[cH:41][cH:42]1.[CH2:51]1[O:52][CH2:53][CH2:54][CH2:55]1.[CH3:45][CH2:46][CH2:47][CH2:48][CH2:49][CH3:50].[Li:1][CH2:2][CH2:3][CH2:4][CH3:5].[OH2:44]>>[c:7]1([C:35]([c:34]2[n:30]([CH2:26][CH2:27][CH2:28][CH3:29])[cH:31][n:32][cH:33]2)([OH:36])[c:37]2[cH:38][cH:39][c:40]([Cl:43])[cH:41][cH:42]2)[cH:8][c:9]2[c:10](-[c:19]3[cH:20][c:21]([Cl:25])[cH:22][cH:23][cH:24]3)[cH:11][c:12]([O:17][CH3:18])[n:13][c:14]2[cH:15][cH:16]1. The reactants are O=C(CCCl)c1ccccc1, O=C([O-])[O-], CN(C)C=O, ClC(Cl)Cl, [I-], [K+], [K+], [K+], O, Oc1cccc(C23CCCC(C2)NC3)c1. Yields the product Cl, O=C(CCN1CC2(c3cccc(O)c3)CCCC1C2)c1ccccc1. Reaction SMILES: [C:16]([c:17]1[cH:18][cH:19][cH:20][cH:21][cH:22]1)(=[O:23])[CH2:24][CH2:25][Cl:26].[C:27](=[O:28])([O-:29])[O-:30].[CH3:40][N:41]([CH3:42])[CH:43]=[O:44].[CH:35]([Cl:36])([Cl:37])[Cl:38].[I-:34].[K+:31].[K+:32].[K+:33].[OH2:39].[OH:1][c:2]1[cH:3][c:4]([C:8]23[CH2:9][CH2:10][CH2:11][CH:12]([NH:13][CH2:14]2)[CH2:15]3)[cH:5][cH:6][cH:7]1>>[ClH:26].[OH:1][c:2]1[cH:3][c:4]([C:8]23[CH2:9][CH2:10][CH2:11][CH:12]([N:13]([CH2:25][CH2:24][C:16]([c:17]4[cH:18][cH:19][cH:20][cH:21][cH:22]4)=[O:23])[CH2:14]2)[CH2:15]3)[cH:5][cH:6][cH:7]1. Reaction conditions: time 4 hour. Reported procedure: 4-[2-(4-Isopropyl-1,3-thiazol-2-yl)ethyl]-2-aminopyridine (50 mg) and diethyl 2-[1-(4-methoxybenzyl)tetrazol-5-yl]malonate (141 mg) were heated to 150° C. in bromobenzene with stirring for 4 hours. After the solvent was evaporated, the residue was purified by silica gel column chromatography to obtain the title compound (73 mg) as cream solid. The solvent is BrC1=CC=CC=C1 (bromobenzene). Starting materials: C(C)(C)C=1N=C(SC1)CCC1=CC(=NC=C1)N (4-[2-(4-Isopropyl-1,3-thiazol-2-yl)ethyl]-2-aminopyridine), COC1=CC=C(CN2N=NN=C2C(C(=O)OCC)C(=O)OCC)C=C1 (diethyl 2-[1-(4-methoxybenzyl)tetrazol-5-yl]malonate). Yield: 71.7%. Product: C(C)(C)C=1N=C(SC1)CCC1=CC=2N(C(C(=C(N2)O)C2=NN=NN2CC2=CC=C(C=C2)OC)=O)C=C1 (8-[2-(4-Isopropyl-1,3-thiazol-2-yl)ethyl]-2-hydroxy-3-[(4-methoxybenzyl)tetrazol-5-yl]-4H-pyrido[1,2-a]pyrimidin-4-one). RXN SMILES: [CH:1]([C:4]1[N:5]=[C:6]([CH2:9][CH2:10][C:11]2[CH:16]=[CH:15][N:14]=[C:13]([NH2:17])[CH:12]=2)[S:7][CH:8]=1)([CH3:3])[CH3:2].[CH3:18][O:19][C:20]1[CH:42]=[CH:41][C:23]([CH2:24][N:25]2[C:29]([CH:30]([C:36](OCC)=[O:37])[C:31](OCC)=[O:32])=[N:28][N:27]=[N:26]2)=[CH:22][CH:21]=1>BrC1C=CC=CC=1>[CH:1]([C:4]1[N:5]=[C:6]([CH2:9][CH2:10][C:11]2[CH:16]=[CH:15][N:14]3[C:31](=[O:32])[C:30]([C:29]4[N:25]([CH2:24][C:23]5[CH:41]=[CH:42][C:20]([O:19][CH3:18])=[CH:21][CH:22]=5)[N:26]=[N:27][N:28]=4)=[C:36]([OH:37])[N:17]=[C:13]3[CH:12]=2)[S:7][CH:8]=1)([CH3:3])[CH3:2]. The reactants are C(C1=CC=CC=C1)N1CC2(CNC=3N(C2)N=C(C3C#N)C3=CC=C(C=C3)OC3=CC=CC=C3)C1 (1-benzyl-2′-(4-phenoxyphenyl)-5′,7′-dihydro-4′H-spiro[azetidine-3,6′-pyrazolo[1,5-a]pyrimidine]-3′-carbonitrile), ClCCC(=O)NC=1C=C(C=CC1)C1CCNC=2N1N=C(C2C(=O)N)C2=CC=C(C=C2)OC2=CC=CC=C2 (7-(3-(3-chloropropanamido)phenyl)-2-(4-phenoxyphenyl)-4,5,6,7-tetrahydropyrazolo[1,5-a]pyrimidine-3-carboxamide). Yields the product C(C1=CC=CC=C1)N1CC2(CNC=3N(C2)N=C(C3C(=O)N)C3=CC=C(C=C3)OC3=CC=CC=C3)C1 (1-Benzyl-2′-(4-phenoxyphenyl)-5′,7′-dihydro-4′H-spiro[azetidine-3,6′-pyrazolo[1,5-a]pyrimidine]-3′-carboxamide). RXN SMILES: [CH2:1]([N:8]1[CH2:34][C:10]2([CH2:15][N:14]3[N:16]=[C:17]([C:21]4[CH:26]=[CH:25][C:24]([O:27][C:28]5[CH:33]=[CH:32][CH:31]=[CH:30][CH:29]=5)=[CH:23][CH:22]=4)[C:18]([C:19]#[N:20])=[C:13]3[NH:12][CH2:11]2)[CH2:9]1)[C:2]1[CH:7]=[CH:6][CH:5]=[CH:4][CH:3]=1.ClCCC(NC1C=C(C2N3N=C(C4C=CC(OC5C=CC=CC=5)=CC=4)C(C(N)=O)=C3NCC2)C=CC=1)=[O:39]>>[CH2:1]([N:8]1[CH2:9][C:10]2([CH2:15][N:14]3[N:16]=[C:17]([C:21]4[CH:26]=[CH:25][C:24]([O:27][C:28]5[CH:29]=[CH:30][CH:31]=[CH:32][CH:33]=5)=[CH:23][CH:22]=4)[C:18]([C:19]([NH2:20])=[O:39])=[C:13]3[NH:12][CH2:11]2)[CH2:34]1)[C:2]1[CH:3]=[CH:4][CH:5]=[CH:6][CH:7]=1. Reported procedure: The desired product was prepared from 1-benzyl-2′-(4-phenoxyphenyl)-5′,7′-dihydro-4′H-spiro[azetidine-3,6′-pyrazolo[1,5-a]pyrimidine]-3′-carbonitrile using the procedure similar to step 2 for compound 2. MS (ESI) m/e [M+1]+ 465.9. Reactants: C(C)(C)C=1C=C(C=O)C=CC1 (3-isopropylbenzaldehyde), CC(C)(C)[S@](=O)N ((S)-2-methyl-2-propanesulfinamide). Reagents/catalysts: CC(C)O[Ti](OC(C)C)(OC(C)C)OC(C)C (Ti(OiPr)4). The solvent is C1CCOC1 (THF). The product is C(C)(C)C=1C=C(\C=N\[S@@](=O)C(C)(C)C)C=CC1 ((S,E)-N-(3-isopropylbenzylidene)-2-methylpropane-2-sulfinamide). RXN SMILES: [CH:1]([C:4]1[CH:5]=[C:6]([CH:9]=[CH:10][CH:11]=1)[CH:7]=O)([CH3:3])[CH3:2].[CH3:12][C:13]([S@@:16]([NH2:18])=[O:17])([CH3:15])[CH3:14]>C1COCC1.CC(O[Ti](OC(C)C)(OC(C)C)OC(C)C)C>[CH:1]([C:4]1[CH:5]=[C:6]([CH:9]=[CH:10][CH:11]=1)/[CH:7]=[N:18]/[S@:16]([C:13]([CH3:15])([CH3:14])[CH3:12])=[O:17])([CH3:3])[CH3:2]. Reported procedure: To a solution of 3-isopropylbenzaldehyde (0.711 g, 4.75 mmol) in THF (5 mL) was added (S)-2-methyl-2-propanesulfinamide (0.534 g, 4.32 mmol) and Ti(OiPr)4 (2.75 mL, 8.64 mmol). The resulting mixture was allowed to stir over night at rt where it was then quenched with aqueous NH4Cl (5 mL) and diluted with EtOAc (100 mL). The mixture was then filtered through celite using excess EtOAc to rinse, concentrated to an oil crude and separated by silica gel (EtOAc:Hexanes) to isolate the title compound. The reactants are C(C)N (Monoethylamine), ClC=1C=2N(C3=CC=CC=C3N1)C(=NN2)CC (4-chloro-1-ethyl-[1,2,4]triazolo[4,3-a]quinoxaline), product. Run in CN(C=O)C (N,N-dimethylformamide). Run at temperature 0 celsius, time 2 hour. The product is C(C)C1=NN=C2N1C1=CC=CC=C1N=C2NCC (1-ethyl-4-ethylamino-[1,2,4]triazolo[4,3-a]quinoxaline). The yield is 83.0%. Reaction SMILES: [CH2:1]([NH2:3])[CH3:2].Cl[C:5]1[C:6]2[N:7]([C:15]([CH2:18][CH3:19])=[N:16][N:17]=2)[C:8]2[C:13]([N:14]=1)=[CH:12][CH:11]=[CH:10][CH:9]=2>CN(C)C=O>[CH2:18]([C:15]1[N:7]2[C:8]3[C:13]([N:14]=[C:5]([NH:3][CH2:1][CH3:2])[C:6]2=[N:17][N:16]=1)=[CH:12][CH:11]=[CH:10][CH:9]=3)[CH3:19]. Procedure details: Monoethylamine was bubbled through a solution of 4-chloro-1-ethyl-[1,2,4]triazolo[4,3-a]quinoxaline (1.2 g., 0.005 mole), the product of Example 4, in N,N-dimethylformamide (50 ml.) at 0° C. for about 2 minutes. The clear solution was stirred at 0° C. for 30 minutes and at room temperature for 2 hours. The reaction mixture was next poured over ice and the precipitate was separated by filtration, washed with water and air dried. Recrystallization from ethanol then afforded 1.0 g. (83% yield) of p... The reactants are ClC1=C(C(=O)C2=CC=CC=C2)C=C(C=C1)[N+](=O)[O-] (2-Chloro-5-nitrobenzophenone), [Sn](Cl)Cl (tin(II) chloride), C(C)O (ethanol), C(=O)(O)[O-].[Na+] (NaHCO3). Run in CCOC(=O)C (EtOAc). Conditions: temperature 70 celsius, time 30 minute. Yields the product NC=1C=CC(=C(C(=O)C2=CC=CC=C2)C1)Cl (5-amino-2-Chlorobenzophenone). Reaction SMILES: [Cl:1][C:2]1[CH:15]=[CH:14][C:13]([N+:16]([O-])=O)=[CH:12][C:3]=1[C:4]([C:6]1[CH:11]=[CH:10][CH:9]=[CH:8][CH:7]=1)=[O:5].[Sn](Cl)Cl.C(O)C.C([O-])(O)=O.[Na+]>CCOC(C)=O>[NH2:16][C:13]1[CH:14]=[CH:15][C:2]([Cl:1])=[C:3]([CH:12]=1)[C:4]([C:6]1[CH:11]=[CH:10][CH:9]=[CH:8][CH:7]=1)=[O:5] |f:3.4|. Reported procedure: 2-Chloro-5-nitrobenzophenone (1.3 g,5.0 mmol), tin(II) chloride (4.5 g, 20 mmol), and ethanol (20 ml) were mixed and heated at 70° C. for 1 h. After cooling to room temperature, to the reaction mixture were added ice, EtOAc and aqueous NaHCO3 and it was stirred for 30 min. The organic layer was washed with brine and dried over MgSO4. Filtration and evaporation afforded 5-amino-2-Chlorobenzophenone. 1H NMR, 7.85(m,2H), 7.30-7.66 (m,3H7.20 (d,1H,J=8.8 Hz), 6.60-6.80 (m,2H). MS calcd 231.1; MS (M+1...